The task is: describe an organic reaction: reactants, conditions, products, and yield. This data is from the Open Reaction Database (ORD), a public repository of structured organic reaction records. The reactants are OC(=O)CC=1C(CC(C1)OC1OCCCC1)=O (2-Hydroxycarbonylmethyl-4-tetrahydropyranyloxy-2-cyclopenten-1-one), C1=C(C=CC2=CC=CC=C12)O (2-naphthol), 4-(dimethylamine)pyridine, C1(CCCCC1)N=C=NC1CCCCC1 (1,3-dicyclohexylcarbodiimide). The solvent is ClCCl (dichloromethane), ClCCl (dichloromethane). Conditions: time 4 hour. The product is C1=C(C=CC2=CC=CC=C12)OC(=O)CC=1C(CC(C1)O)=O (2-(2-Naphthyloxycarbonylmethyl)-4-hydroxy-2-cyclopenten-1-one). RXN SMILES: [OH:1][C:2]([CH2:4][C:5]1[C:6](=[O:17])[CH2:7][CH:8]([O:10]C2CCCCO2)[CH:9]=1)=[O:3].[CH:18]1[C:27]2[C:22](=[CH:23][CH:24]=[CH:25][CH:26]=2)[CH:21]=[CH:20][C:19]=1O.C1(N=C=NC2CCCCC2)CCCCC1>ClCCl>[CH:26]1[C:27]2[C:22](=[CH:21][CH:20]=[CH:19][CH:18]=2)[CH:23]=[CH:24][C:25]=1[O:1][C:2]([CH2:4][C:5]1[C:6](=[O:17])[CH2:7][CH:8]([OH:10])[CH:9]=1)=[O:3]. Procedure details: 5 g of 2-Hydroxycarbonylmethyl-4-tetrahydropyranyloxy-2-cyclopenten-1-one (21 mmol) obtained from Example 5, 2-naphthol (4.7 g, 32 mmol), dichloromethane (50 ml), and 0.2 g 4-(dimethylamine)pyridine were added together to a 50 ml dichloromethane solution containing 1,3-dicyclohexylcarbodiimide (7 g, 34 mmol). The reaction mixture was stirred at room temperature for about 4 hours. The precipitate was filtered off. The filtrate was washed with 20 ml of diluted hydrochloride solution, water, dried ... Starting materials: FC=1C(=NC=CC1)N1CCNCC1 (1-(3-fluoro-2-pyridyl)piperazine), ClC1=CC=C(OCC2CO2)C=C1 (4-chlorophenoxy-2,3-epoxypropane). The solvent is C(C)(C)O (isopropanol). Reaction conditions: temperature 70 celsius, time 3 hour. Product: ClC1=CC=C(OCC(CN2CCN(CC2)C2=NC=CC=C2F)O)C=C1 (1-[3-(4-chlorophenoxy)-2-hydroxypropyl]-4-(3-fluoro-2-pyridyl]piperazine). Isolated yield 80.9%. RXN SMILES: [F:1][C:2]1[C:3]([N:8]2[CH2:13][CH2:12][NH:11][CH2:10][CH2:9]2)=[N:4][CH:5]=[CH:6][CH:7]=1.[Cl:14][C:15]1[CH:25]=[CH:24][C:18]([O:19][CH2:20][CH:21]2[O:23][CH2:22]2)=[CH:17][CH:16]=1>C(O)(C)C>[Cl:14][C:15]1[CH:25]=[CH:24][C:18]([O:19][CH2:20][CH:21]([OH:23])[CH2:22][N:11]2[CH2:10][CH2:9][N:8]([C:3]3[C:2]([F:1])=[CH:7][CH:6]=[CH:5][N:4]=3)[CH2:13][CH2:12]2)=[CH:17][CH:16]=1. Procedure: To 1-(3-fluoro-2-pyridyl)piperazine (453 mg, 2.5 mmol) in 5 ml of isopropanol stirred under nitrogen at 70° C. was added 4-chlorophenoxy-2,3-epoxypropane (476 mg, 2.5 mmol) portionwise and the solution stirred at 70° C. for 3 hours The solution was concentrated in vacuo and the residual oil chromatographed on silica gel eluting with 5% methanol-chloroform to yield 740 mg (81%) of 1-[3-(4-chlorophenoxy)-2-hydroxypropyl]-4-(3-fluoro-2-pyridyl]piperazine; m.p. 73°-76° C. Analysis satisfactory for C... Starting materials: polyphosphoric acid, FC1=C(C=C(C=C1)OC)NC(=O)N (N-(2-fluoro-5-methoxyphenyl)urea), C1(CCCCC1)=O (cyclohexanone). Run at temperature 100 celsius, time 2 hour. Product: FC=1C=CC(=C2C3(NC(NC12)=O)CCCCC3)OC (8′-fluoro-5′-methoxy-1′H-spiro[cyclohexane-1,4′-quinazolin]-2′(3′H)-one). The yield is 69.6%. As a reaction SMILES: [F:1][C:2]1[CH:7]=[CH:6][C:5]([O:8][CH3:9])=[CH:4][C:3]=1[NH:10][C:11]([NH2:13])=[O:12].[C:14]1(=O)[CH2:19][CH2:18][CH2:17][CH2:16][CH2:15]1>>[F:1][C:2]1[CH:7]=[CH:6][C:5]([O:8][CH3:9])=[C:4]2[C:3]=1[NH:10][C:11](=[O:12])[NH:13][C:14]12[CH2:19][CH2:18][CH2:17][CH2:16][CH2:15]1. Procedure: To a stirred solution of polyphosphoric acid (20 g) at 100° C. was added N-(2-fluoro-5-methoxyphenyl)urea (900 mg, 4.89 mmol) over 5 minutes followed by cyclohexanone (719 mg, 7.33 mmol) in one portion under N2. The mixture was stirred at 100° C. for 2 hours, cooled to 35° C. and quenched into water (400 mL). The crude product was filtered and washed with water (100 mL). The isolated solid was slurred in a mixture of tert-butylmethylether (8 mL) and ethyl acetate (4 mL) at 50° C. for 10 minutes,... Starting materials: CO, COC(=O)CCCCCNC(=O)C=CC=Cc1ccccc1[N+](=O)[O-], Cl, NO. Product: O=C(C=CC=Cc1ccccc1[N+](=O)[O-])NCCCCCC(=O)NO. RXN SMILES: [CH3:29][OH:30].[CH3:4][O:5][C:6]([CH2:7][CH2:8][CH2:9][CH2:10][CH2:11][NH:12][C:13]([CH:14]=[CH:15][CH:16]=[CH:17][c:18]1[c:19]([N+:24](=[O:25])[O-:26])[cH:20][cH:21][cH:22][cH:23]1)=[O:27])=[O:28].[ClH:1].[NH2:2][OH:3]>>[NH:2]([OH:3])[C:6](=[O:5])[CH2:7][CH2:8][CH2:9][CH2:10][CH2:11][NH:12][C:13]([CH:14]=[CH:15][CH:16]=[CH:17][c:18]1[c:19]([N+:24](=[O:25])[O-:26])[cH:20][cH:21][cH:22][cH:23]1)=[O:27]. Starting materials: N1C=NC=C1 (imidazole), ClC=1N=C(C2=C(N1)SC1=C2CCCC1)NCC1=CC2=C(C=C1)OCO2 (2-chloro-5,6,7,8-tetrahydro-4-(3,4-methylenedioxybenzylamino)-[1]-benzothieno-[2,3-d]-pyrimidine). The product is N1(C=NC=C1)C=1N=C(C2=C(N1)SC1=C2CCCC1)NCC1=CC2=C(C=C1)OCO2 (2-(imidazol-1-yl)-5,6,7,8-tetrahydro-4-(3,4-methylenedioxybenzylamino)-[1]-benzothieno-[2,3-d]-pyrimidine). RXN SMILES: [NH:1]1[CH:5]=[CH:4][N:3]=[CH:2]1.Cl[C:7]1[N:8]=[C:9]([NH:20][CH2:21][C:22]2[CH:27]=[CH:26][C:25]3[O:28][CH2:29][O:30][C:24]=3[CH:23]=2)[C:10]2[C:15]3[CH2:16][CH2:17][CH2:18][CH2:19][C:14]=3[S:13][C:11]=2[N:12]=1>>[N:1]1([C:7]2[N:8]=[C:9]([NH:20][CH2:21][C:22]3[CH:27]=[CH:26][C:25]4[O:28][CH2:29][O:30][C:24]=4[CH:23]=3)[C:10]3[C:15]4[CH2:16][CH2:17][CH2:18][CH2:19][C:14]=4[S:13][C:11]=3[N:12]=2)[CH:5]=[CH:4][N:3]=[CH:2]1. Procedure: Following the procedure of Example 97, the reaction of imidazole with 2-chloro-5,6,7,8-tetrahydro-4-(3,4-methylenedioxybenzylamino)-[1]-benzothieno-[2,3-d]-pyrimidine gives 2-(imidazol-1-yl)-5,6,7,8-tetrahydro-4-(3,4-methylenedioxybenzylamino)-[1]-benzothieno-[2,3-d]-pyrimidine. The reactants are ClC1=C(C(=NC(=N1)SCCC)N1CCOCC1)[N+](=O)[O-] (4-[6-Chloro-5-nitro-2-(propylthio)pyrimidin4-yl]morpholine), ClC1=C(N)C=CC=C1 (2-chloroaniline), C(C)(C)N(C(C)C)CC (N,N-diisopropylethylamine). Solvent: C(C)(C)O (isopropylalcohol). Conditions: temperature 55 celsius. Yields the product ClC1=C(C=CC=C1)NC1=NC(=NC(=C1[N+](=O)[O-])N1CCOCC1)SCCC (N-(2-Chlorophenyl)-6-morpholin-4-yl-5-nitro-2-(propylthio)pyrimidin4-amine). Reaction SMILES: Cl[C:2]1[N:7]=[C:6]([S:8][CH2:9][CH2:10][CH3:11])[N:5]=[C:4]([N:12]2[CH2:17][CH2:16][O:15][CH2:14][CH2:13]2)[C:3]=1[N+:18]([O-:20])=[O:19].[Cl:21][C:22]1[CH:28]=[CH:27][CH:26]=[CH:25][C:23]=1[NH2:24].C(N(CC)C(C)C)(C)C>C(O)(C)C>[Cl:21][C:22]1[CH:28]=[CH:27][CH:26]=[CH:25][C:23]=1[NH:24][C:2]1[C:3]([N+:18]([O-:20])=[O:19])=[C:4]([N:12]2[CH2:17][CH2:16][O:15][CH2:14][CH2:13]2)[N:5]=[C:6]([S:8][CH2:9][CH2:10][CH3:11])[N:7]=1. Procedure: A mixture of the product from step (i) (1 g), 2-chloroaniline (0.4 g) and N,N-diisopropylethylamine (0.404 g) in isopropylalcohol (12ml) was heated at 55° C. for 14 h. The mixture was cooled and the isopropylalcohol decanted off. Yield 0.82 g Reaction SMILES: [O-]CC.[Na+].[Na].[OH:6][C:7]1[CH:8]=[CH:9][C:10]([N+:14]([O-:16])=[O:15])=[C:11]([CH3:13])[CH:12]=1.[C:17]1([CH2:23][CH2:24]Br)[CH:22]=[CH:21][CH:20]=[CH:19][CH:18]=1>C(O)C>[N+:14]([C:10]1[CH:9]=[CH:8][C:7]([O:6][CH2:24][CH2:23][C:17]2[CH:22]=[CH:21][CH:20]=[CH:19][CH:18]=2)=[CH:12][C:11]=1[CH3:13])([O-:16])=[O:15] |f:0.1,^1:4|. Product: [N+](=O)([O-])C1=C(C=C(C=C1)OCCC1=CC=CC=C1)C (2-Nitro-5-(2-phenylethoxy)-toluene). Procedure details: To a sodium ethoxide solution prepared from 15 g (0.652 Mol) of sodium and 500 ml of anhydrous ethanol were added, successively, 100 g (0.653 Mol) of 5-hydroxy-2-nitrotoluene and 90 ml (121.95 g=0.659 Mol) of 2-phenylethylbromide and the mixture was refluxed for 5 hours. A further 50 ml (0.366 Mol) of 2-phenylethylbromide were added and again the mixture was refluxed for 10 hours. The solvent was distilled off in vacuo, the residue was taken up in ether and extracted several times with dilute so... Starting materials: C1(=CC=CC=C1)CCBr (2-phenylethylbromide), [O-]CC.[Na+] (sodium ethoxide), [Na] (sodium), OC=1C=CC(=C(C1)C)[N+](=O)[O-] (5-hydroxy-2-nitrotoluene), C1(=CC=CC=C1)CCBr (2-phenylethylbromide). Run in C(C)O (ethanol). Reactants: CC1CNCCN1C1=CC=C(C=C1)C ((±)-3-methyl-4-(4-methylphenyl)piperazine), ClCC(=O)NC1=C(C=CC=C1C)C (2-chloro-N-(2,6-dimethylphenyl)acetamide). The product is CC1CN(CCN1C1=CC=C(C=C1)C)CC(=O)NC1=C(C=CC=C1C)C ((±)-2-[3-Methyl-4-(4-methylphenyl)piperazin-1-yl]-N-(2,6-dimethylphenyl)acetamide). RXN SMILES: [CH3:1][CH:2]1[N:7]([C:8]2[CH:13]=[CH:12][C:11]([CH3:14])=[CH:10][CH:9]=2)[CH2:6][CH2:5][NH:4][CH2:3]1.Cl[CH2:16][C:17]([NH:19][C:20]1[C:25]([CH3:26])=[CH:24][CH:23]=[CH:22][C:21]=1[CH3:27])=[O:18]>>[CH3:1][CH:2]1[N:7]([C:8]2[CH:13]=[CH:12][C:11]([CH3:14])=[CH:10][CH:9]=2)[CH2:6][CH2:5][N:4]([CH2:16][C:17]([NH:19][C:20]2[C:25]([CH3:26])=[CH:24][CH:23]=[CH:22][C:21]=2[CH3:27])=[O:18])[CH2:3]1. Reported procedure: The title compound was prepared from (±)-3-methyl-4-(4-methylphenyl)piperazine (0.1 g) and 2-chloro-N-(2,6-dimethylphenyl)acetamide (0.1 g) by the method of Example 1 step (iii) as a white solid. Yield 0.056 g. Starting materials: COCOc1c(C=O)cc(Br)cc1C(C)(C)C, ClCCl, O=C(OO)c1cccc(Cl)c1. Yields the product COCOc1c(O)cc(Br)cc1C(C)(C)C. RXN SMILES: [Br:12][c:13]1[cH:14][c:15]([C:25]([CH3:26])([CH3:27])[CH3:28])[c:16]([O:21][CH2:22][O:23][CH3:24])[c:17]([CH:18]=[O:19])[cH:20]1.[CH2:29]([Cl:30])[Cl:31].[OH:1][O:2][C:3]([c:4]1[cH:5][c:6]([Cl:7])[cH:8][cH:9][cH:10]1)=[O:11]>>[OH:1][c:17]1[c:16]([O:21][CH2:22][O:23][CH3:24])[c:15]([C:25]([CH3:26])([CH3:27])[CH3:28])[cH:14][c:13]([Br:12])[cH:20]1. Starting materials: O=S(=O)(Cl)c1c(Cl)cccc1Cl, CCCCn1c(=O)n(Cc2ccccc2F)c(=O)c2[nH]c(Cc3ccc(N)cc3)nc21. The product is CCCCn1c(=O)n(Cc2ccccc2F)c(=O)c2[nH]c(Cc3ccc(NS(=O)(=O)c4c(Cl)cccc4Cl)cc3)nc21. Reaction SMILES: [Cl:32][c:33]1[c:34]([S:40](=[O:41])(=[O:42])[Cl:43])[c:35]([Cl:39])[cH:36][cH:37][cH:38]1.[NH2:1][c:2]1[cH:3][cH:4][c:5]([CH2:6][c:7]2[n:8][c:9]3[n:10]([CH2:26][CH2:27][CH2:28][CH3:29])[c:11](=[O:25])[n:12]([CH2:17][c:18]4[c:19]([F:24])[cH:20][cH:21][cH:22][cH:23]4)[c:13](=[O:16])[c:14]3[nH:15]2)[cH:30][cH:31]1>>[NH:1]([c:2]1[cH:3][cH:4][c:5]([CH2:6][c:7]2[n:8][c:9]3[n:10]([CH2:26][CH2:27][CH2:28][CH3:29])[c:11](=[O:25])[n:12]([CH2:17][c:18]4[c:19]([F:24])[cH:20][cH:21][cH:22][cH:23]4)[c:13](=[O:16])[c:14]3[nH:15]2)[cH:30][cH:31]1)[S:40]([c:34]1[c:33]([Cl:32])[cH:38][cH:37][cH:36][c:35]1[Cl:39])(=[O:41])=[O:42].